describe an organic reaction: reactants, conditions, products, and yield From a dataset of the Open Reaction Database (ORD), a public repository of structured organic reaction records. Starting materials: O.NN (hydrazine hydrate), ferric chloride, C (charcoal), NC1=NC=C(C=C1[N+](=O)[O-])C1=CC(=C(C=C1)Cl)Cl (2-amino-5-(3,4-dichlorphenyl)-3-nitropyridine). The solvent is CO (methanol). Conditions: time 12 hour. Product: NC1=NC=C(C=C1N)C1=CC(=C(C=C1)Cl)Cl (2,3-Diamino-5-(3,4-dichlorphenyl)pyridine). The yield is 63.9%. Reaction SMILES: C.[NH2:2][C:3]1[C:8]([N+:9]([O-])=O)=[CH:7][C:6]([C:12]2[CH:17]=[CH:16][C:15]([Cl:18])=[C:14]([Cl:19])[CH:13]=2)=[CH:5][N:4]=1.O.NN>CO>[NH2:2][C:3]1[C:8]([NH2:9])=[CH:7][C:6]([C:12]2[CH:17]=[CH:16][C:15]([Cl:18])=[C:14]([Cl:19])[CH:13]=2)=[CH:5][N:4]=1 |f:2.3|. Reported procedure: 0.051 g of ferric chloride and 0.085 g of activated charcoal are added to a suspension of 0.35 g of 2-amino-5-(3,4-dichlorphenyl)-3-nitropyridine (starting material G2) in 10 ml of methanol and the mixture is heated under reflux. 0.270 ml of hydrazine hydrate are added slowly and reflux is continued for 12 hours. After cooling the mixture is filtered and the filtrate is evaporated. The residue is partitioned between sodium-EDTA-solution (0.25M; pH 9–10) and dichloromethane. The organic phase is ... Reactants: [H][H] (hydrogen), [H][H] (hydrogen), C(CCCCCCCCCCCCCCC)NC1=CC=C(C(=O)OC2COC(OC2)C2=CC=CC=C2)C=C1 (2-phenyl-1,3-dioxan-5-yl 4-(n-hexadecylamino)benzoate). Reagents/catalysts: [Pd] (palladium black). Solvent: C(C)(=O)O (acetic acid). Product: C(CCCCCCCCCCCCCCC)NC1=CC=C(C(=O)OC(CO)CO)C=C1 (1,3-dihydroxy-2-propyl 4-(n-hexadecylamino)benzoate). As a reaction SMILES: [CH2:1]([NH:17][C:18]1[CH:38]=[CH:37][C:21]([C:22]([O:24][CH:25]2[CH2:30][O:29]C(C3C=CC=CC=3)[O:27][CH2:26]2)=[O:23])=[CH:20][CH:19]=1)[CH2:2][CH2:3][CH2:4][CH2:5][CH2:6][CH2:7][CH2:8][CH2:9][CH2:10][CH2:11][CH2:12][CH2:13][CH2:14][CH2:15][CH3:16].[H][H]>[Pd].C(O)(=O)C>[CH2:1]([NH:17][C:18]1[CH:19]=[CH:20][C:21]([C:22]([O:24][CH:25]([CH2:26][OH:27])[CH2:30][OH:29])=[O:23])=[CH:37][CH:38]=1)[CH2:2][CH2:3][CH2:4][CH2:5][CH2:6][CH2:7][CH2:8][CH2:9][CH2:10][CH2:11][CH2:12][CH2:13][CH2:14][CH2:15][CH3:16]. Procedure: A mixture of 2-phenyl-1,3-dioxan-5-yl 4-(n-hexadecylamino)benzoate, palladium black, and acetic acid is shaken under one atmosphere of hydrogen until hydrogen uptake ceases. The catalyst is separated by filtration and the solvent is evaporated. Crystallization from acetonitrile affords 1,3-dihydroxy-2-propyl 4-(n-hexadecylamino)benzoate as a white solid. Starting materials: NC1=CC=C2C=CC=NC2=C1 (7-aminoquinoline), C(C)(=O)[O-].[Na+] (sodium acetate), BrBr (bromine). Solvent: C(C)(=O)O (acetic acid), C(C)(=O)O (acetic acid). Run at time 2 hour. Product: NC1=CC=C2C=CC=NC2=C1Br (7-amino-8-bromoquinoline). Reaction SMILES: [NH2:1][C:2]1[CH:11]=[C:10]2[C:5]([CH:6]=[CH:7][CH:8]=[N:9]2)=[CH:4][CH:3]=1.C([O-])(=O)C.[Na+].[Br:17]Br>C(O)(=O)C>[NH2:1][C:2]1[C:11]([Br:17])=[C:10]2[C:5]([CH:6]=[CH:7][CH:8]=[N:9]2)=[CH:4][CH:3]=1 |f:1.2|. Procedure: To a solution of 401 mg of 7-aminoquinoline in 15 mL of glacial acetic acid are added 913 mg of sodium acetate followed by a solution of 0.14 mL of bromine in 15 mL of glacial acetic acid. The resulting yellow slurry is stirred at room temperature for 2 hours. The brown mixture is rotary evaporated and the residue is diluted with water and ethyl acetate. The mixture is basified using 1 N sodium hydroxide and decanted. The organic layer is washed with water followed by brine. The combined aqueous... Reactants: CN1CCNCC1, ClC(Cl)Cl, Cc1ccc2c(c1)Sc1ccc(Cl)cc1CC2Cl. Yields the product Cc1ccc2c(c1)Sc1ccc(Cl)cc1CC2N1CCN(C)CC1. As a reaction SMILES: [CH3:19][N:20]1[CH2:21][CH2:22][NH:23][CH2:24][CH2:25]1.[CH:26]([Cl:27])([Cl:28])[Cl:29].[Cl:1][c:2]1[cH:3][c:4]2[c:5]([cH:17][cH:18]1)[S:6][c:7]1[c:8]([cH:12][cH:13][c:14]([CH3:16])[cH:15]1)[CH:9]([Cl:11])[CH2:10]2>>[Cl:1][c:2]1[cH:3][c:4]2[c:5]([cH:17][cH:18]1)[S:6][c:7]1[c:8]([cH:12][cH:13][c:14]([CH3:16])[cH:15]1)[CH:9]([N:23]1[CH2:22][CH2:21][N:20]([CH3:19])[CH2:25][CH2:24]1)[CH2:10]2. The reactants are C(C1=CC=CC=C1)OC1=C(C=CC=C1)NC(NC1=C(C=C(C=C1)CC(=O)O)OC)=O (4-[N′-(2-benzyloxyphenyl)ureido]-3-methoxyphenylacetic acid), N1C(CCC1)COC1=C(C=C(C(=O)OC)C=C1)[N+](=O)[O-] (methyl 4-(2-pyrrolidinylmethoxy)-3-nitrobenzoate), C=1C=CC2=C(C1)N=NN2O (HOBt), CCN=C=NCCCN(C)C.Cl (EDC.HCl). Reagents/catalysts: CN(C)C=1C=CN=CC1 (DMAP). The solvent is C1CCOC1 (THF), O (water). Conditions: time 12 hour. Yields the product C(C1=CC=CC=C1)OC1=C(C=CC=C1)NC(NC1=C(C=C(C=C1)CC(=O)NN1C(CCC1)COC1=C(C=C(C(=O)OC)C=C1)[N+](=O)[O-])OC)=O (methyl 4-[1-[4-[N′-(2-benzyloxyphenyl)ureido]-3-methoxyphenylacetamido ]-2-pyrrolidinylmethoxy]-3-nitrobenzoate). Isolated yield 404.2%. As a reaction SMILES: [CH2:1]([O:8][C:9]1[CH:14]=[CH:13][CH:12]=[CH:11][C:10]=1[NH:15][C:16](=[O:30])[NH:17][C:18]1[CH:23]=[CH:22][C:21]([CH2:24][C:25]([OH:27])=O)=[CH:20][C:19]=1[O:28][CH3:29])[C:2]1[CH:7]=[CH:6][CH:5]=[CH:4][CH:3]=1.[NH:31]1[CH2:35][CH2:34][CH2:33][CH:32]1[CH2:36][O:37][C:38]1[CH:47]=[CH:46][C:41]([C:42]([O:44][CH3:45])=[O:43])=[CH:40][C:39]=1[N+:48]([O-:50])=[O:49].C1C=CC2N(O)N=[N:57]C=2C=1.CCN=C=NCCCN(C)C.Cl>CN(C1C=CN=CC=1)C.C1COCC1.O>[CH2:1]([O:8][C:9]1[CH:14]=[CH:13][CH:12]=[CH:11][C:10]=1[NH:15][C:16](=[O:30])[NH:17][C:18]1[CH:23]=[CH:22][C:21]([CH2:24][C:25]([NH:57][N:31]2[CH2:35][CH2:34][CH2:33][CH:32]2[CH2:36][O:37][C:38]2[CH:47]=[CH:46][C:41]([C:42]([O:44][CH3:45])=[O:43])=[CH:40][C:39]=2[N+:48]([O-:50])=[O:49])=[O:27])=[CH:20][C:19]=1[O:28][CH3:29])[C:2]1[CH:7]=[CH:6][CH:5]=[CH:4][CH:3]=1 |f:3.4|. Reported procedure: To a solution of 4-[N′-(2-benzyloxyphenyl)ureido]-3-methoxyphenylacetic acid (1.12 g, 2.76 mmol), methyl 4-(2-pyrrolidinylmethoxy)-3-nitrobenzoate (890 mg, 2.76 mmol), HOBt (74.0 mg, 0.55 mmol), DMAP (67.0 mg, 0.55 mmol), and Et3 N (0.58 mL, 4.13 mmol) in THF (15 mL) was added EDC.HCl (792 mg, 4.13 mmol). After being stirred at room temperature for 12 hr, the reaction mixture was diluted with water and extracted with EtOAc. The extracts were washed with brine, dried over Na2SO4, and concentrated... Starting materials: COc1ccc(S(=O)(=O)Cl)cc1OC, Nc1cc(CO)ccc1Cl, c1ccncc1. The product is COc1ccc(S(=O)(=O)Nc2cc(CO)ccc2Cl)cc1OC. RXN SMILES: [CH3:11][O:12][c:13]1[cH:14][c:15]([S:21](=[O:22])(=[O:23])[Cl:24])[cH:16][cH:17][c:18]1[O:19][CH3:20].[NH2:1][c:2]1[cH:3][c:4]([CH2:9][OH:10])[cH:5][cH:6][c:7]1[Cl:8].[cH:25]1[cH:26][cH:27][n:28][cH:29][cH:30]1>>[NH:1]([c:2]1[cH:3][c:4]([CH2:9][OH:10])[cH:5][cH:6][c:7]1[Cl:8])[S:21]([c:15]1[cH:14][c:13]([O:12][CH3:11])[c:18]([O:19][CH3:20])[cH:17][cH:16]1)(=[O:22])=[O:23]. Starting materials: [Cr](=O)(=O)([O-])O[Cr](=O)(=O)[O-].[Na+].[Na+] (sodium dichromate), FC1=C(C=CC(=C1)[N+](=O)[O-])C (2-fluoro-4-nitrotoluene), C(C)(=O)O (acetic acid), S(O)(O)(=O)=O (sulfuric acid). The solvent is O (water). Run at temperature 90 celsius. The product is FC1=C(C(=O)O)C=CC(=C1)[N+](=O)[O-] (2-fluoro-4-nitrobenzoic acid). The yield is 53.0%. As a reaction SMILES: [Cr](O[Cr]([O-])(=O)=O)([O-])(=O)=O.[Na+].[Na+].[F:12][C:13]1[CH:18]=[C:17]([N+:19]([O-:21])=[O:20])[CH:16]=[CH:15]C=1C.S(=O)(=O)(O)O.[C:28]([OH:31])(=[O:30])[CH3:29]>O>[F:12][C:13]1[CH:18]=[C:17]([N+:19]([O-:21])=[O:20])[CH:16]=[CH:15][C:29]=1[C:28]([OH:31])=[O:30] |f:0.1.2|. Procedure details: [25] To a solution of sodium dichromate (3.87 g, 13 mmol) in acetic acid (20 mL) was added 2-fluoro-4-nitrotoluene (1.55 g, 10 mmol) in portions, followed by dropwise addition of concentrated sulfuric acid (10 g). A strong exotherm was observed (100° C.) and the color changed from orange to green. The reaction was heated at 90° C. for 1 hour and cooled to 25° C. The reaction mixture was dissolved in water (30 mL) and white crystals formed upon cooling at 0° C. The white solid was collected by fi... The reactants are BrCCCOc1cccc(-c2noc3ccsc23)c1, O=C([O-])[O-], CC#N, NCc1ccccc1Cl, ClCCl, [K+], [K+]. Yields the product Clc1ccccc1CNCCCOc1cccc(-c2noc3ccsc23)c1. As a reaction SMILES: [Br:1][CH2:2][CH2:3][CH2:4][O:5][c:6]1[cH:7][c:8](-[c:12]2[n:13][o:14][c:15]3[c:16]2[s:17][cH:18][cH:19]3)[cH:9][cH:10][cH:11]1.[C:20](=[O:21])([O-:22])[O-:23].[CH3:35][C:36]#[N:37].[Cl:26][c:27]1[c:28]([CH2:29][NH2:30])[cH:31][cH:32][cH:33][cH:34]1.[Cl:38][CH2:39][Cl:40].[K+:24].[K+:25]>>[CH2:2]([CH2:3][CH2:4][O:5][c:6]1[cH:7][c:8](-[c:12]2[n:13][o:14][c:15]3[c:16]2[s:17][cH:18][cH:19]3)[cH:9][cH:10][cH:11]1)[NH:30][CH2:29][c:28]1[c:27]([Cl:26])[cH:34][cH:33][cH:32][cH:31]1. Starting materials: chromic anhydride, ClC1=C(C=CC=C1)C1=NC(C=2N(C3=C1C=C(S3)CCC3=CC=C(C=C3)CO)C(=NN2)C)C (4-(2-chlorophenyl)-2-[2(4-hydroxymethylphenyl)ethyl]-6,9-dimethyl-6H-thieno[3,2-f][1,2,4]triazolo[4,3-a][1,4]diazepine), sellaite, N1=CC=CC=C1 (pyridine). Solvent: C(Cl)Cl (methylene chloride), C(Cl)Cl (methylene chloride). The product is ClC1=C(C=CC=C1)C1=NC(C=2N(C3=C1C=C(S3)CCC3=CC=C(C=C3)C=O)C(=NN2)C)C (4-(2-chlorophenyl)-2-[2-(4-formylphenyl)ethyl]-6,9-dimethyl-6H-thieno[3,2-f][1,2,4]triazolo[4,3-a][1,4]diazepine). Yield: 57.4%. RXN SMILES: N1C=CC=CC=1.[Cl:7][C:8]1[CH:13]=[CH:12][CH:11]=[CH:10][C:9]=1[C:14]1[C:20]2[CH:21]=[C:22]([CH2:24][CH2:25][C:26]3[CH:31]=[CH:30][C:29]([CH2:32][OH:33])=[CH:28][CH:27]=3)[S:23][C:19]=2[N:18]2[C:34]([CH3:37])=[N:35][N:36]=[C:17]2[CH:16]([CH3:38])[N:15]=1>C(Cl)Cl>[Cl:7][C:8]1[CH:13]=[CH:12][CH:11]=[CH:10][C:9]=1[C:14]1[C:20]2[CH:21]=[C:22]([CH2:24][CH2:25][C:26]3[CH:31]=[CH:30][C:29]([CH:32]=[O:33])=[CH:28][CH:27]=3)[S:23][C:19]=2[N:18]2[C:34]([CH3:37])=[N:35][N:36]=[C:17]2[CH:16]([CH3:38])[N:15]=1. Procedure: To a suspension of 15 g of dry sellaite and 12 g of dry pyridine in 150 ml of methylene chloride is added 7.4 g of chromic anhydride under ice-cooling with stirring and then stirred for 20 minutes. To the mixture is added a solution of 7 g of 4-(2-chlorophenyl)-2-[2(4-hydroxymethylphenyl)ethyl]-6,9-dimethyl-6H-thieno[3,2-f][1,2,4]triazolo[4,3-a][1,4]diazepine, which was prepared by Example 1, in 20 ml of methylene chloride dropwise with stirring and stirred for an hour. The methylene chloride la... Run in O1CCCC1.CO.O (tetrahydrofuran methanol water). Product: N1N=CC(=C1)C1CN(CC1)C(=O)N1CCN(C2=CC=CC=C12)C1=CC=C(C(=O)O)C=C1 (4-[4-{[3-(1H-pyrazol-4-yl)pyrrolidin-1-yl]carbonyl}-3,4-dihydroquinoxalin-1(2H)-yl]benzoic acid). Reaction conditions: time 18 hour. The reactants are N1N=CC(=C1)C1CN(CC1)C(=O)N1CCN(C2=CC=CC=C12)C1=CC=C(C(=O)OC)C=C1 (methyl 4-[4-{[3-(1H-pyrazol-4-yl)pyrrolidin-1-yl]carbonyl}-3,4-dihydroquinoxalin-1(2H)-yl]benzoate), O.[OH-].[Li+] (lithium hydroxide monohydrate). Reported procedure: 4.2 g of methyl 4-[4-{[3-(1H-pyrazol-4-yl)pyrrolidin-1-yl]carbonyl}-3,4-dihydroquinoxalin-1(2H)-yl]benzoate and 50 ml of a tetrahydrofuran/methanol/water 2/1/1 mixture are introduced into a 250 ml round-bottomed flask equipped with a magnetic stirrer and placed in an ice bath. 1.63 g of lithium hydroxide monohydrate are added and the reaction mixture is stirred at ambient temperature for 18 h. After evaporating the organic solvents, citric acid is added up to pH 5. The precipitate is filtered of... RXN SMILES: [NH:1]1[CH:5]=[C:4]([CH:6]2[CH2:10][CH2:9][N:8]([C:11]([N:13]3[C:22]4[C:17](=[CH:18][CH:19]=[CH:20][CH:21]=4)[N:16]([C:23]4[CH:32]=[CH:31][C:26]([C:27]([O:29]C)=[O:28])=[CH:25][CH:24]=4)[CH2:15][CH2:14]3)=[O:12])[CH2:7]2)[CH:3]=[N:2]1.O.[OH-].[Li+]>O1CCCC1.CO.O>[NH:1]1[CH:5]=[C:4]([CH:6]2[CH2:10][CH2:9][N:8]([C:11]([N:13]3[C:22]4[C:17](=[CH:18][CH:19]=[CH:20][CH:21]=4)[N:16]([C:23]4[CH:24]=[CH:25][C:26]([C:27]([OH:29])=[O:28])=[CH:31][CH:32]=4)[CH2:15][CH2:14]3)=[O:12])[CH2:7]2)[CH:3]=[N:2]1 |f:1.2.3,4.5.6|. Isolated yield 95.2%.